Dataset: the Open Reaction Database (ORD), a public repository of structured organic reaction records. Task: describe an organic reaction: reactants, conditions, products, and yield Reactants: solid, C(CN)N (ethylene diamine), C(C)O (ethanol), C(C)O (ethanol), [BH4-].[Na+] (sodium borohydride), O1CCOCC1 (dioxane). Product: O1C=C(C=C1)C1CNCCN1 (3-(3-furanyl)piperazine). Reaction SMILES: [CH2:1]([NH2:4])[CH2:2][NH2:3].O1[CH2:10][CH2:9][O:8][CH2:7][CH2:6]1.[BH4-].[Na+].[CH2:13](O)[CH3:14]>>[O:8]1[CH:9]=[CH:10][C:6]([CH:1]2[NH:4][CH2:14][CH2:13][NH:3][CH2:2]2)=[CH:7]1 |f:2.3|. Procedure details: To a solution of 6.25 ml of n-butyl lithium in ether at -78° C., under argon, was added 1.46 g of 3-bromofuran. The reaction was stirred at -78° C. for 30 minutes and then a solution of 1.13 g of N-acetyl-N,-O-dimethylhydroxyamine in ether was added. The mixture was stirred for an additional hour at -78° C., then raised to room temperature and quenched with dilute acid. The mixture was extracted several times with ether. The extracts were combined, dried and evaporated, giving 8.88 g of solid. A... Reactants: NC=1SC(=C(N1)C(=O)N1[C@H]2C[C@H]2C[C@H]1CN)C1=CC(=CC=C1)F ([2-amino-5-(3-fluoro-phenyl)-thiazol-4-yl]-((1S,3S,5S)-3-aminomethyl-2-aza-bicyclo[3.1.0]hex-2-yl)-methanone), COC1=CC(=NC2=CC=CC=C12)C(=O)O (4-methoxy-quinoline-2-carboxylic acid). Product: NC=1SC(=C(N1)C(=O)N1[C@H]2C[C@H]2C[C@H]1CNC(=O)C1=NC2=CC=CC=C2C(=C1)OC)C1=CC(=CC=C1)F (4-methoxy-quinoline-2-carboxylic acid {(1S,3S,5S)-2-[2-amino-5-(3-fluoro-phenyl)-thiazole-4-carbonyl]-2-aza-bicyclo[3.1.0]hex-3-ylmethyl}-amide). Reaction SMILES: [NH2:1][C:2]1[S:3][C:4]([C:17]2[CH:22]=[CH:21][CH:20]=[C:19]([F:23])[CH:18]=2)=[C:5]([C:7]([N:9]2[C@H:14]([CH2:15][NH2:16])[CH2:13][C@H:12]3[C@@H:10]2[CH2:11]3)=[O:8])[N:6]=1.[CH3:24][O:25][C:26]1[C:35]2[C:30](=[CH:31][CH:32]=[CH:33][CH:34]=2)[N:29]=[C:28]([C:36](O)=[O:37])[CH:27]=1>>[NH2:1][C:2]1[S:3][C:4]([C:17]2[CH:22]=[CH:21][CH:20]=[C:19]([F:23])[CH:18]=2)=[C:5]([C:7]([N:9]2[C@H:14]([CH2:15][NH:16][C:36]([C:28]3[CH:27]=[C:26]([O:25][CH3:24])[C:35]4[C:30](=[CH:31][CH:32]=[CH:33][CH:34]=4)[N:29]=3)=[O:37])[CH2:13][C@H:12]3[C@@H:10]2[CH2:11]3)=[O:8])[N:6]=1. Procedure: prepared by reaction of [2-amino-5-(3-fluoro-phenyl)-thiazol-4-yl]-((1S,3S,5S)-3-aminomethyl-2-aza-bicyclo[3.1.0]hex-2-yl)-methanone with 4-methoxy-quinoline-2-carboxylic acid. LC-MS (basic): tR=0.88 min; [M+H]+=518.1. Starting materials: BrC=1C=CC2=C([C@@H]3[C@H]([C@@](O2)(C(OC)OC)C)O3)C1 ((2R,3R,4R)-6-bromo-2-methyl-2-dimethoxymethyl-3,4-epoxy-3,4-dihydro-2H-1-benzopyran), ClC1=CC=C(C=C1)NCC=1N=NN(N1)C (N-(4-chlorophenyl)-N-(2-methyl-2H-tetrazol-5-ylmethyl)amine). The product is BrC=1C=CC2=C([C@@H]([C@H]([C@@](O2)(C(OC)OC)C)O)N(CC=2N=NN(N2)C)C2=CC=C(C=C2)Cl)C1 ((2R,3R,4S)-6-bromo-4-[N-(4-chlorophenyl)-N-(2-methyl-2H-tetrazol-5-ylmethyl)amino]-3-hydroxy-2-methyl-2-dimethoxymethyl-3,4-dihydro-2H-1-benzopyran). The yield is 41.4%. Reaction SMILES: [Br:1][C:2]1[CH:3]=[CH:4][C:5]2[O:10][C@@:9]([CH3:16])([CH:11]([O:14][CH3:15])[O:12][CH3:13])[C@@H:8]3[O:17][C@@H:7]3[C:6]=2[CH:18]=1.[Cl:19][C:20]1[CH:25]=[CH:24][C:23]([NH:26][CH2:27][C:28]2[N:29]=[N:30][N:31]([CH3:33])[N:32]=2)=[CH:22][CH:21]=1>>[Br:1][C:2]1[CH:3]=[CH:4][C:5]2[O:10][C@@:9]([CH3:16])([CH:11]([O:14][CH3:15])[O:12][CH3:13])[C@H:8]([OH:17])[C@@H:7]([N:26]([C:23]3[CH:24]=[CH:25][C:20]([Cl:19])=[CH:21][CH:22]=3)[CH2:27][C:28]3[N:29]=[N:30][N:31]([CH3:33])[N:32]=3)[C:6]=2[CH:18]=1. Reported procedure: The same procedure as step 3 of example 1 was accomplished, except for using (2R,3R,4R)-6-bromo-2-methyl-2-dimethoxymethyl-3,4-epoxy-3,4-dihydro-2H-1-benzopyran (232 mg, 0.74 mmol) and N-(4-chlorophenyl)-N-(2-methyl-2H-tetrazol-5-ylmethyl)amine (164 mg, 0.74 mmol). The crude product was purified by silica gel column chromatography (developing solvent-n-hexane:ethyl acetate=3:1), to give desired compound (165 mg, yield: 41%). Reactants: C1CCNC1, ClCCl, CN(CCc1ccccc1)C(=O)Cn1cc(C=CC(=O)O)c2cc(OCc3ccccc3)ccc21, CN(C)C=O, O=C(Cl)C(=O)Cl, c1ccncc1. Product: CN(CCc1ccccc1)C(=O)Cn1cc(C=CC(=O)N2CCCC2)c2cc(OCc3ccccc3)ccc21. Reaction SMILES: [CH2:47]1[CH2:48][CH2:49][NH:50][CH2:51]1.[CH2:52]([Cl:53])[Cl:54].[CH3:1][N:2]([C:3]([CH2:4][n:5]1[cH:6][c:7]([CH:22]=[CH:23][C:24](=[O:25])[OH:26])[c:8]2[cH:9][c:10]([O:14][CH2:15][c:16]3[cH:17][cH:18][cH:19][cH:20][cH:21]3)[cH:11][cH:12][c:13]12)=[O:27])[CH2:28][CH2:29][c:30]1[cH:31][cH:32][cH:33][cH:34][cH:35]1.[CH3:42][N:43]([CH3:44])[CH:45]=[O:46].[Cl:36][C:37]([C:38]([Cl:39])=[O:40])=[O:41].[cH:55]1[cH:56][cH:57][n:58][cH:59][cH:60]1>>[CH3:1][N:2]([C:3]([CH2:4][n:5]1[cH:6][c:7]([CH:22]=[CH:23][C:24](=[O:26])[N:50]2[CH2:49][CH2:48][CH2:47][CH2:51]2)[c:8]2[cH:9][c:10]([O:14][CH2:15][c:16]3[cH:17][cH:18][cH:19][cH:20][cH:21]3)[cH:11][cH:12][c:13]12)=[O:27])[CH2:28][CH2:29][c:30]1[cH:31][cH:32][cH:33][cH:34][cH:35]1. The reactants are COC(=O)c1ccc(OC)c(OC)c1, Cc1cccc(CCN)c1, ClCCl. Yields the product COc1ccc(C(=O)NCCc2cccc(C)c2)cc1OC. Reaction SMILES: [CH3:11][O:12][c:13]1[cH:14][c:15]([C:16](=[O:17])[O:18][CH3:19])[cH:20][cH:21][c:22]1[O:23][CH3:24].[CH3:1][c:2]1[cH:3][c:4]([CH2:8][CH2:9][NH2:10])[cH:5][cH:6][cH:7]1.[Cl:25][CH2:26][Cl:27]>>[CH3:1][c:2]1[cH:3][c:4]([CH2:8][CH2:9][NH:10][C:16]([c:15]2[cH:14][c:13]([O:12][CH3:11])[c:22]([O:23][CH3:24])[cH:21][cH:20]2)=[O:17])[cH:5][cH:6][cH:7]1.